The task is: describe an organic reaction: reactants, conditions, products, and yield. This data is from the Open Reaction Database (ORD), a public repository of structured organic reaction records. The reactants are C(C1=CC=CC=C1)OC=1C=C2C=3C(=C(N=CC3N(C2=CC1)S(=O)(=O)C1=CC=C(C=C1)C)C=O)COC (6-benzyloxy-3-formyl-4-methoxymethyl -9-(4-methylphenylsulfonyl)-beta-carboline), C1(=CC=CC=C1)[Li] (phenyllithium). The solvent is O1CCCC1 (tetrahydrofuran), CCOCC.CCCCCC (ether hexane), C(C)(=O)OCC.O (ethyl acetate water). Reaction conditions: temperature -60 celsius, time 1 hour. Yields the product C(C1=CC=CC=C1)OC=1C=C2C=3C(=C(N=CC3N(C2=CC1)S(=O)(=O)C1=CC=C(C=C1)C)C(C1=CC=CC=C1)O)COC (6-Benzyloxy-3-(1-hydroxy-1-phenylmethyl)-4-methoxymethyl-9-(4-methylphenylsulfonyl)-beta -carboline). Reaction SMILES: [CH2:1]([O:8][C:9]1[CH:10]=[C:11]2[C:19](=[CH:20][CH:21]=1)[N:18]([S:22]([C:25]1[CH:30]=[CH:29][C:28]([CH3:31])=[CH:27][CH:26]=1)(=[O:24])=[O:23])[C:17]1[CH:16]=[N:15][C:14]([CH:32]=[O:33])=[C:13]([CH2:34][O:35][CH3:36])[C:12]2=1)[C:2]1[CH:7]=[CH:6][CH:5]=[CH:4][CH:3]=1.[C:37]1([Li])[CH:42]=[CH:41][CH:40]=[CH:39][CH:38]=1>O1CCCC1.CCOCC.CCCCCC.C(OCC)(=O)C.O>[CH2:1]([O:8][C:9]1[CH:10]=[C:11]2[C:19](=[CH:20][CH:21]=1)[N:18]([S:22]([C:25]1[CH:26]=[CH:27][C:28]([CH3:31])=[CH:29][CH:30]=1)(=[O:24])=[O:23])[C:17]1[CH:16]=[N:15][C:14]([CH:32]([OH:33])[C:37]3[CH:42]=[CH:41][CH:40]=[CH:39][CH:38]=3)=[C:13]([CH2:34][O:35][CH3:36])[C:12]2=1)[C:2]1[CH:7]=[CH:6][CH:5]=[CH:4][CH:3]=1 |f:3.4,5.6|. Procedure details: A solution of 1.0 g of 6-benzyloxy-3-formyl-4-methoxymethyl -9-(4-methylphenylsulfonyl)-beta-carboline in 60 ml of absolute tetrahydrofuran was mixed at -60° C. under argon with 2.4 ml of a 1.08 molar phenyllithium solution in ether/hexane, stirred for 1 hour at -60° C. and then heated slowly to room temperature. After taking up in ethyl acetate/water, the organic phase was separated, washed with saturated sodium chloride solution, dried and concentrated by evaporation. After column chromatograp... Run at time 2 hour. RXN SMILES: OC(C(F)(F)F)=O.[O:8]1[CH2:13][CH2:12][N:11]([C:14]2[C:15]3[N:16]([C:20]([CH:35]4[CH2:40][CH2:39][NH:38][CH2:37][CH2:36]4)=[C:21]([C:23]#[C:24][C:25]4[CH:34]=[CH:33][C:32]5[C:27](=[CH:28][CH:29]=[CH:30][CH:31]=5)[N:26]=4)[N:22]=3)[N:17]=[CH:18][CH:19]=2)[CH2:10][CH2:9]1.CCN(C(C)C)C(C)C.Br[CH2:51][C:52]([O:54][C:55]([CH3:58])([CH3:57])[CH3:56])=[O:53]>C(Cl)Cl>[O:8]1[CH2:13][CH2:12][N:11]([C:14]2[C:15]3[N:16]([C:20]([CH:35]4[CH2:40][CH2:39][N:38]([CH2:51][C:52]([O:54][C:55]([CH3:58])([CH3:57])[CH3:56])=[O:53])[CH2:37][CH2:36]4)=[C:21]([C:23]#[C:24][C:25]4[CH:34]=[CH:33][C:32]5[C:27](=[CH:28][CH:29]=[CH:30][CH:31]=5)[N:26]=4)[N:22]=3)[N:17]=[CH:18][CH:19]=2)[CH2:10][CH2:9]1 |f:0.1|. Reactants: OC(=O)C(F)(F)F.O1CCN(CC1)C=1C=2N(N=CC1)C(=C(N2)C#CC2=NC1=CC=CC=C1C=C2)C2CCNCC2 (2-(2-(8-Morpholino-3-(piperidin-4-yl)imidazo[1,2-b]pyridazin-2-yl)ethynyl)quinoline TFA salt), CCN(C(C)C)C(C)C (DIEA), BrCC(=O)OC(C)(C)C (tert-butyl 2-bromoacetate). Procedure details: To a solution of compound 41f (0.15 g, 0.27 mmol) in DCM (3 mL), DIEA (54 mg, 0.42 mmol) was added. The resulting mixture was stirred for 15 min before the addition of tert-butyl 2-bromoacetate (65 mg, 0.33 mmol). The reaction mixture was stirred at rt for 2 h, and concentrated under reduced pressure. The residue obtained was purified by flash column chromatography on silica gel (ethyl acetate:petroleum ether (1:2)) to obtain compound 41g as a yellow solid. Mass Spectrum (LCMS, ESI pos.): Calcd.... The product is O1CCN(CC1)C=1C=2N(N=CC1)C(=C(N2)C#CC2=NC1=CC=CC=C1C=C2)C2CCN(CC2)CC(=O)OC(C)(C)C (tert-Butyl 2-(4-(8-morpholino-2-(2-(quinolin-2-yl)ethynyl)imidazo[1,2-b]pyridazin-3-yl)piperidin-1-yl)acetate). Run in C(Cl)Cl (DCM). The reactants are CCOC(=O)c1cc(CCC2C(C)CCCC2(C)C)[nH]n1, CO, [Na+], [OH-]. Yields the product CC1CCCC(C)(C)C1CCc1cc(C(=O)O)n[nH]1. As a reaction SMILES: [CH2:3]([CH3:4])[O:5][C:6](=[O:7])[c:8]1[n:9][nH:10][c:11]([CH2:13][CH2:14][CH:15]2[C:16]([CH3:22])([CH3:23])[CH2:17][CH2:18][CH2:19][CH:20]2[CH3:21])[cH:12]1.[CH3:24][OH:25].[Na+:2].[OH-:1]>>[O:5]=[C:6]([OH:7])[c:8]1[n:9][nH:10][c:11]([CH2:13][CH2:14][CH:15]2[C:16]([CH3:22])([CH3:23])[CH2:17][CH2:18][CH2:19][CH:20]2[CH3:21])[cH:12]1. Starting materials: C(Br)C1CO1 (Epibromohydrin), CC1=CC=C(CS)C=C1 (4-methylbenzyl mercaptan), [H-].[Na+] (sodium hydride). The solvent is O1CCCC1 (tetrahydrofuran), O1CCCC1 (tetrahydrofuran). Yields the product CC1=CC=C(CSCC(CSCC2=CC=C(C=C2)C)O)C=C1 (1,3-bis(4'-methylbenzylthio)-2-propanol). RXN SMILES: [CH2:1]([CH:3]1[O:5][CH2:4]1)Br.[CH3:6][C:7]1[CH:14]=[CH:13][C:10]([CH2:11][SH:12])=[CH:9][CH:8]=1.[H-].[Na+]>O1CCCC1>[CH3:6][C:7]1[CH:14]=[CH:13][C:10]([CH2:11][S:12][CH2:1][CH:3]([OH:5])[CH2:4][S:12][CH2:11][C:10]2[CH:13]=[CH:14][C:7]([CH3:6])=[CH:8][CH:9]=2)=[CH:9][CH:8]=1 |f:2.3|. Reported procedure: Epibromohydrin (1.37 g.) in 2 ml. dry tetrahydrofuran is added to a stirred suspension of the salt obtained by mixing 3 g. of 4-methylbenzyl mercaptan and 550 mg. of sodium hydride (56% dispersion in mineral oil) in 60 ml. dry tetrahydrofuran. The resulting solution is heated at reflux for 4 hours. Thereafter, the solvent is removed and 30 ml. of water is added to the residue. The resultant aqueous mixture is extracted with ether and the ether extracts washed with water, dried over magnesium sul... The reactants are Cl[C@@]12[C@]3(C=CC(C=C3CC[C@H]1[C@@H]1C[C@@H]([C@](C(CS)=O)([C@]1(C[C@@H]2O)C)O)C)=O)C (9-chloro-11β,17-dihydroxy-16β-methylpregna-1,4-diene-3,20-dione-21-thiol), C(=O)N[C@@H](CCSC)C(=O)O (N-formyl-L-methionine). The product is Cl[C@@]12[C@]3(C=CC(C=C3CC[C@H]1[C@@H]1C[C@@H]([C@](C(CSC(C(CCSC)NC=O)=O)=O)([C@]1(C[C@@H]2O)C)O)C)=O)C (9-Chloro-21-[2-(formylamino)-4-methylthio-1-oxobutylthio]-11β,17-dihydroxy-16β-methylpregna-1,4-diene-3,20-dione). Yield: 43.6%. RXN SMILES: [Cl:1][C@:2]12[C@@H:22]([OH:23])[CH2:21][C@@:20]3([CH3:24])[C@@H:12]([CH2:13][C@H:14]([CH3:26])[C@:15]3([OH:25])[C:16](=[O:19])[CH2:17][SH:18])[C@@H:11]1[CH2:10][CH2:9][C:8]1[C@:3]2([CH3:28])[CH:4]=[CH:5][C:6](=[O:27])[CH:7]=1.[CH:29]([NH:31][C@H:32]([C:37](O)=[O:38])[CH2:33][CH2:34][S:35][CH3:36])=[O:30]>>[Cl:1][C@:2]12[C@@H:22]([OH:23])[CH2:21][C@@:20]3([CH3:24])[C@@H:12]([CH2:13][C@H:14]([CH3:26])[C@:15]3([OH:25])[C:16](=[O:19])[CH2:17][S:18][C:37](=[O:38])[CH:32]([NH:31][CH:29]=[O:30])[CH2:33][CH2:34][S:35][CH3:36])[C@@H:11]1[CH2:10][CH2:9][C:8]1[C@:3]2([CH3:28])[CH:4]=[CH:5][C:6](=[O:27])[CH:7]=1. Procedure: The title compound (0.51 gm) was prepared from 9-chloro-11β,17-dihydroxy-16β-methylpregna-1,4-diene-3,20-dione-21-thiol (0.85 gm) and N-formyl-L-methionine (1.15 gm) in the same manner as in Synthetic Example 1. Reactants: COC(=O)c1ccc(NN=CC(=O)OCCC#N)cc1S(N)(=O)=O, COc1cc(OC)nc(NC(=O)Oc2ccccc2)n1, CC#N, [Na+], [OH-]. The product is COC(=O)c1ccc(NN=CC(=O)OCCC#N)cc1S(=O)(=O)NC(=O)Nc1nc(OC)cc(OC)n1. RXN SMILES: [C:3](#[N:4])[CH2:5][CH2:6][O:7][C:8](=[O:9])[CH:10]=[N:11][NH:12][c:13]1[cH:14][c:15]([S:23]([NH2:24])(=[O:25])=[O:26])[c:16]([C:17](=[O:18])[O:19][CH3:20])[cH:21][cH:22]1.[CH3:27][O:28][c:29]1[n:30][c:31]([NH:37][C:38]([O:39][c:41]2[cH:42][cH:43][cH:44][cH:45][cH:46]2)=[O:40])[n:32][c:33]([O:35][CH3:36])[cH:34]1.[CH3:47][C:48]#[N:49].[Na+:2].[OH-:1]>>[C:3](#[N:4])[CH2:5][CH2:6][O:7][C:8](=[O:9])[CH:10]=[N:11][NH:12][c:13]1[cH:14][c:15]([S:23]([NH:24][C:38]([NH:37][c:31]2[n:30][c:29]([O:28][CH3:27])[cH:34][c:33]([O:35][CH3:36])[n:32]2)=[O:39])(=[O:25])=[O:26])[c:16]([C:17](=[O:18])[O:19][CH3:20])[cH:21][cH:22]1.